From a dataset of the Open Reaction Database (ORD), a public repository of structured organic reaction records. describe an organic reaction: reactants, conditions, products, and yield Starting materials: Cl.C[C@@H]1CC[C@H](CC1)N (trans-4-methylcyclohexylamine hydrochloride), C(C)(C)N(C(C)C)CC (N,N-diisopropylethylamine), C1=NC(=CC2=CC=CC=C12)C(=O)O (isoquinoline-3-carboxylic acid), C(=O)(N1C=NC=C1)N1C=NC=C1 (1,1′-carbonyldiimidazole). Run in CN(C=O)C (dimethylformamide), C(C)(=O)OCC (ethyl acetate). Run at temperature 50 celsius. Product: C[C@@H]1CC[C@H](CC1)NC(=O)C=1N=CC2=CC=CC=C2C1 (N-(trans-4-methylcyclohexyl)isoquinoline-3-carboxamide). The yield is 70.2%. Reaction SMILES: [CH:1]1[C:10]2[C:5](=[CH:6][CH:7]=[CH:8][CH:9]=2)[CH:4]=[C:3]([C:11]([OH:13])=O)[N:2]=1.C(N1C=CN=C1)(N1C=CN=C1)=O.Cl.[CH3:27][C@H:28]1[CH2:33][CH2:32][C@H:31]([NH2:34])[CH2:30][CH2:29]1.C(N(CC)C(C)C)(C)C>CN(C)C=O.C(OCC)(=O)C>[CH3:27][C@H:28]1[CH2:33][CH2:32][C@H:31]([NH:34][C:11]([C:3]2[N:2]=[CH:1][C:10]3[C:5]([CH:4]=2)=[CH:6][CH:7]=[CH:8][CH:9]=3)=[O:13])[CH2:30][CH2:29]1 |f:2.3|. Procedure: A solution of isoquinoline-3-carboxylic acid (346 mg, 2 mmol), and 1,1′-carbonyldiimidazole (325 mg, 2 mmol) in dimethylformamide (4 mL) was heated at 50° C. for 1 hour. After this time, trans-4-methylcyclohexylamine hydrochloride (300 mg, 2 mmol), and N,N-diisopropylethylamine (0.523 mL, 3 mmol) were added and the mixture heated at 50° C. for 16 hours. The reaction mixture was cooled, and diluted with ethyl acetate (20 mL). The organic solution was washed with water (3×15 mL), brine (20 mL), dr... The reactants are [Br-], COC1(OC)COC2C(=O)CN(C(=O)OC(C)(C)C)C21, C1CCOC1, CC(C)(C)[O-], CCOCC, C[P+](c1ccccc1)(c1ccccc1)c1ccccc1, [K+]. Yields the product C=C1CN(C(=O)OC(C)(C)C)C2C1OCC2(OC)OC. RXN SMILES: [Br-:37].[C:1]([CH3:2])([CH3:3])([CH3:4])[O:5][C:6](=[O:7])[N:8]1[CH:9]2[CH:10]([C:11](=[O:13])[CH2:12]1)[O:14][CH2:15][C:16]2([O:17][CH3:18])[O:19][CH3:20].[CH2:32]1[O:33][CH2:34][CH2:35][CH2:36]1.[CH3:21][C:22]([CH3:23])([O-:24])[CH3:25].[CH3:27][CH2:28][O:29][CH2:30][CH3:31].[CH3:38][P+:39]([c:40]1[cH:41][cH:42][cH:43][cH:44][cH:45]1)([c:46]1[cH:47][cH:48][cH:49][cH:50][cH:51]1)[c:52]1[cH:53][cH:54][cH:55][cH:56][cH:57]1.[K+:26]>>[C:1]([CH3:2])([CH3:3])([CH3:4])[O:5][C:6](=[O:7])[N:8]1[CH:9]2[CH:10]([C:11](=[CH2:21])[CH2:12]1)[O:14][CH2:15][C:16]2([O:17][CH3:18])[O:19][CH3:20]. Starting materials: ClC1=NC=CC=C1OCCOC1OCCCC1 (2-Chloro-3-[2-(tetrahydro-2H-pyran-2-yloxy)ethoxy]pyridine), CN(CCCO)C (3-dimethylamino-1-propanol), CC(C)([O-])C.[K+] (potassium tert-butoxide), C(C)(C)(C)O (tert-butanol). The solvent is C1(=CC=CC=C1)C (toluene). Run at temperature 50 celsius, time 2 day. The product is CN(CCCOC1=NC=CC=C1OCCO)C (2-({2-[3-(Dimethylamino)propoxy]pyridin-3-yl}oxy)ethanol). The yield is 71.8%. Reaction SMILES: Cl[C:2]1[C:7]([O:8][CH2:9][CH2:10][O:11]C2CCCCO2)=[CH:6][CH:5]=[CH:4][N:3]=1.[CH3:18][N:19]([CH3:24])[CH2:20][CH2:21][CH2:22][OH:23].CC(C)([O-])C.[K+].C(O)(C)(C)C>C1(C)C=CC=CC=1>[CH3:18][N:19]([CH3:24])[CH2:20][CH2:21][CH2:22][O:23][C:2]1[C:7]([O:8][CH2:9][CH2:10][OH:11])=[CH:6][CH:5]=[CH:4][N:3]=1 |f:2.3|. Procedure: A solution of 2-chloro-3-[2-(tetrahydro-2H-pyran-2-yloxy)ethoxy]pyridine (from Example 4; 100 mg, 0.39 mmol), 3-dimethylamino-1-propanol (69 μl, 0.58 mmol) and 1.0 M potassium tert-butoxide in tert-butanol (0.8 mL, 0.80 mmol) in 4 mL of toluene was heated at 100° C. for 1 day. The organic phase was washed with 3×2 mL of water and 2 mL of brine. The organic phase was shaken at 50° C. with 4 mL of 2.0 M acetic acid for 2 days. The aqueous phase was washed with 3×3 mL of ethyl acetate, made basic b... Starting materials: C(=O)(OC)C=1C=CC=C(COCC(=O)C2=CC=CC=C2)C1 (5-carbomethoxy-2-benzyloxy-acetophenone), BrBr (bromine). The solvent is C(Cl)Cl (methylene chloride). The product is C(=O)(OC)C=1C=CC=C(COC(C(=O)C2=CC=CC=C2)Br)C1 (5-carbomethoxy-2-benzyloxy-ω-bromo-acetophenone). Reaction SMILES: [C:1]([C:5]1[CH:6]=[CH:7][CH:8]=[C:9]([CH:21]=1)[CH2:10][O:11][CH2:12][C:13]([C:15]1[CH:20]=[CH:19][CH:18]=[CH:17][CH:16]=1)=[O:14])([O:3][CH3:4])=[O:2].[Br:22]Br>C(Cl)Cl>[C:1]([C:5]1[CH:6]=[CH:7][CH:8]=[C:9]([CH:21]=1)[CH2:10][O:11][CH:12]([Br:22])[C:13]([C:15]1[CH:20]=[CH:19][CH:18]=[CH:17][CH:16]=1)=[O:14])([O:3][CH3:4])=[O:2]. Reported procedure: g 20 of 5-carbomethoxy-2-benzyloxy-acetophenone, m.p.= 86°-88° C. dissolved in methylene chloride (ml 200) were reacted with bromine (9.8 g) at 10° C. for 15 minutes. After treatment with 10% sodium sulphite and water, the organic phase was evaporated to dryness The residue, crystallized from isopropyl ether, gave 5-carbomethoxy-2-benzyloxy-ω-bromo-acetophenone (17 g), m.p.= 84°-86° C., which was dissolved in dimethylformamide (85 ml) and reacted with anhydrous potassium acetate (5.6 g) at 50° C... Reactants: CC(C)C(C)(C)C(C)(C)C(C)(C)S (t-dodecylmercaptan), C(C(=C)C)(=O)OC(C)(C)C.C(C(=C)C)(=O)OC.C(C(=C)C)(=O)O (t-butyl methacrylate methyl methacrylate methacrylic acid), azoisobutyronitrile. The product is C(C(=C)C)(=O)OC(C)(C)C (t-butyl methacrylate), C(C(=C)C)(=O)OC (methyl methacrylate), C(C(=C)C)(=O)O (methacrylic acid). As a reaction SMILES: CC(C(C(C(S)(C)C)(C)C)(C)C)C.[C:14]([O:19][C:20]([CH3:23])([CH3:22])[CH3:21])(=[O:18])[C:15]([CH3:17])=[CH2:16].[C:24]([O:29][CH3:30])(=[O:28])[C:25]([CH3:27])=[CH2:26].[C:31]([OH:36])(=[O:35])[C:32]([CH3:34])=[CH2:33]>>[C:14]([O:19][C:20]([CH3:23])([CH3:22])[CH3:21])(=[O:18])[C:15]([CH3:17])=[CH2:16].[C:24]([O:29][CH3:30])(=[O:28])[C:25]([CH3:27])=[CH2:26].[C:31]([OH:36])(=[O:35])[C:32]([CH3:34])=[CH2:33] |f:1.2.3|. Procedure details: Using azoisobutyronitrile as a polymerization initiator and t-dodecylmercaptan as a chain transfer agent, a t-butyl methacrylate, methyl methacrylate and methacrylic acid were polymerized to obtain a copolymer having a t-butyl methacrylate/methyl methacrylate/methacrylic acid compositional ratio of 40/50/10 and an Mw of 25,000. This copolymer is designated as acid-cleavable additive Cl. Reactants: CC(=CBr)c1ccc(Cl)cc1, CN1CCc2c([nH]c3ccc(Cl)cc23)C1, [Cu]I, [K+], [K+], [K+], CN(C)C=O, O=C(O)C1CCCN1, O=P([O-])([O-])[O-]. The product is CC(=Cn1c2c(c3cc(Cl)ccc31)CCN(C)C2)c1ccc(Cl)cc1. RXN SMILES: [Br:32][CH:33]=[C:34]([CH3:35])[c:36]1[cH:37][cH:38][c:39]([Cl:42])[cH:40][cH:41]1.[Cl:1][c:2]1[cH:3][c:4]2[c:5]3[c:6]([nH:7][c:8]2[cH:9][cH:10]1)[CH2:11][N:12]([CH3:15])[CH2:13][CH2:14]3.[Cu:48][I:49].[K+:29].[K+:30].[K+:31].[O:43]=[CH:44][N:45]([CH3:46])[CH3:47].[OH:16][C:17]([CH:18]1[NH:19][CH2:20][CH2:21][CH2:22]1)=[O:23].[P:24]([O-:25])([O-:26])([O-:27])=[O:28]>>[Cl:1][c:2]1[cH:3][c:4]2[c:5]3[c:6]([n:7]([CH:33]=[C:34]([CH3:35])[c:36]4[cH:37][cH:38][c:39]([Cl:42])[cH:40][cH:41]4)[c:8]2[cH:9][cH:10]1)[CH2:11][N:12]([CH3:15])[CH2:13][CH2:14]3. Reactants: CCCCCCCCCCCCCCc1ccc(OCC(COC(c2ccccc2)(c2ccccc2)c2ccccc2)OC)cc1, CO, C1CCOC1, Cc1ccc(S(=O)(=O)O)cc1. Product: CCCCCCCCCCCCCCc1ccc(OCC(CO)OC)cc1. As a reaction SMILES: [CH3:1][O:2][CH:3]([CH2:4][O:5][c:6]1[cH:7][cH:8][c:9]([CH2:12][CH2:13][CH2:14][CH2:15][CH2:16][CH2:17][CH2:18][CH2:19][CH2:20][CH2:21][CH2:22][CH2:23][CH2:24][CH3:25])[cH:10][cH:11]1)[CH2:26][O:27][C:28]([c:29]1[cH:30][cH:31][cH:32][cH:33][cH:34]1)([c:35]1[cH:36][cH:37][cH:38][cH:39][cH:40]1)[c:41]1[cH:42][cH:43][cH:44][cH:45][cH:46]1.[CH3:58][OH:59].[O:60]1[CH2:61][CH2:62][CH2:63][CH2:64]1.[c:47]1([CH3:48])[cH:49][cH:50][c:51]([S:52]([OH:53])(=[O:54])=[O:55])[cH:56][cH:57]1>>[CH3:1][O:2][CH:3]([CH2:4][O:5][c:6]1[cH:7][cH:8][c:9]([CH2:12][CH2:13][CH2:14][CH2:15][CH2:16][CH2:17][CH2:18][CH2:19][CH2:20][CH2:21][CH2:22][CH2:23][CH2:24][CH3:25])[cH:10][cH:11]1)[CH2:26][OH:27]. Reactants: BrC=1C(=C(C#N)C(=CC1)OC)C (3-bromo-6-methoxy-2-methylbenzonitrile), ClC1=C(C#N)C(=CC=C1CC=O)F (2-chloro-6-fluoro-3-(2-oxoethyl)benzonitrile). Yields the product COC1=CC=C(C(=C1C#N)C)CC=O (6-methoxy-2-methyl-3-(2-oxoethyl)benzonitrile). Reaction SMILES: Br[C:2]1[C:3]([CH3:12])=[C:4]([C:7]([O:10][CH3:11])=[CH:8][CH:9]=1)[C:5]#[N:6].ClC1C([CH2:22][CH:23]=[O:24])=CC=C(F)C=1C#N>>[CH3:11][O:10][C:7]1[C:4]([C:5]#[N:6])=[C:3]([CH3:12])[C:2]([CH2:22][CH:23]=[O:24])=[CH:9][CH:8]=1. Procedure: 6-methoxy-2-methyl-3-(2-oxoethyl)benzonitrile was prepared in two steps starting from 3-bromo-6-methoxy-2-methylbenzonitrile in an analogous fashion to that described for the synthesis of 2-chloro-6-fluoro-3-(2-oxoethyl)benzonitrile (Steps B and C) above.